The task is: describe an organic reaction: reactants, conditions, products, and yield. This data is from the Open Reaction Database (ORD), a public repository of structured organic reaction records. The reactants are CO, Cl, [H][H], Cc1ccc(S(=O)(=O)n2cc(C(=O)c3cccc([N+](=O)[O-])c3)c3cc(-c4cccnc4)cnc32)cc1. The product is Cc1ccc(S(=O)(=O)n2cc(C(=O)c3cccc(N)c3)c3cc(-c4cccnc4)cnc32)cc1. RXN SMILES: [CH3:40][OH:41].[ClH:37].[H:38][H:39].[N+:1]([O-:2])(=[O:3])[c:4]1[cH:5][c:6]([C:10](=[O:11])[c:12]2[cH:13][n:14]([S:27](=[O:28])(=[O:29])[c:30]3[cH:31][cH:32][c:33]([CH3:36])[cH:34][cH:35]3)[c:15]3[n:16][cH:17][c:18](-[c:21]4[cH:22][n:23][cH:24][cH:25][cH:26]4)[cH:19][c:20]23)[cH:7][cH:8][cH:9]1>>[NH2:1][c:4]1[cH:5][c:6]([C:10](=[O:11])[c:12]2[cH:13][n:14]([S:27](=[O:28])(=[O:29])[c:30]3[cH:31][cH:32][c:33]([CH3:36])[cH:34][cH:35]3)[c:15]3[n:16][cH:17][c:18](-[c:21]4[cH:22][n:23][cH:24][cH:25][cH:26]4)[cH:19][c:20]23)[cH:7][cH:8][cH:9]1.